Dataset: the Open Reaction Database (ORD), a public repository of structured organic reaction records. Task: describe an organic reaction: reactants, conditions, products, and yield The reactants are NC=1C(=NC=CC1)OCC1(CC1)CC#N (2-(1-((3-aminopyridin-2-yloxy)methyl)cyclopropyl)acetonitrile), COC(=O)C1=C(C2=C(N=C(N=C2)Cl)S1)C (chloro-5-methyl-thieno[2,3-d]pyrimidine-6-carboxylic acid methyl ester). Yields the product C(#N)CC1(CC1)COC1=NC=CC=C1NC=1C2=C(N=CN1)SC(=C2C)C(=O)OC (Methyl 4-(2-((1-(cyanomethyl)cyclopropyl)methoxy)pyridin-3-ylamino)-5-methylthieno[2,3-d]pyrimidine-6-carboxylate). RXN SMILES: [NH2:1][C:2]1[C:3]([O:8][CH2:9][C:10]2([CH2:13][C:14]#[N:15])[CH2:12][CH2:11]2)=[N:4][CH:5]=[CH:6][CH:7]=1.[CH3:16][O:17][C:18]([C:20]1[S:29][C:23]2[N:24]=[C:25](Cl)[N:26]=[CH:27][C:22]=2[C:21]=1[CH3:30])=[O:19]>>[C:14]([CH2:13][C:10]1([CH2:9][O:8][C:3]2[C:2]([NH:1][C:27]3[C:22]4[C:21]([CH3:30])=[C:20]([C:18]([O:17][CH3:16])=[O:19])[S:29][C:23]=4[N:24]=[CH:25][N:26]=3)=[CH:7][CH:6]=[CH:5][N:4]=2)[CH2:12][CH2:11]1)#[N:15]. Procedure: Prepared analogously to example 32.1 using 2-(1-((3-aminopyridin-2-yloxy)methyl)cyclopropyl)acetonitrile (264 mg) and chloro-5-methyl-thieno[2,3-d]pyrimidine-6-carboxylic acid methyl ester (152 mg). Reactants: CCOC(=O)C1CCCC1NCCC(C)C, CS(=O)(=O)Nc1ccc2c(c1)S(=O)(=O)N=C(CC(=O)O)N2, CCN=C=NCCCN(C)C, CN1CCOCC1, CN(C)C=O, Cl, Cl. Yields the product CCOC(=O)C1CCCC1N(CCC(C)C)C(=O)CC1=NS(=O)(=O)c2cc(NS(C)(=O)=O)ccc2N1. As a reaction SMILES: [CH2:22]([CH3:23])[O:24][C:25](=[O:26])[CH:27]1[CH:28]([NH:32][CH2:33][CH2:34][CH:35]([CH3:36])[CH3:37])[CH2:29][CH2:30][CH2:31]1.[CH3:1][S:2](=[O:3])(=[O:4])[NH:5][c:6]1[cH:7][c:8]2[c:9]([cH:20][cH:21]1)[NH:10][C:11]([CH2:16][C:17](=[O:18])[OH:19])=[N:12][S:13]2(=[O:14])=[O:15].[CH3:39][N:40]([CH3:41])[CH2:42][CH2:43][CH2:44][N:45]=[C:46]=[N:47][CH2:48][CH3:49].[CH3:50][N:51]1[CH2:52][CH2:53][O:54][CH2:55][CH2:56]1.[CH3:58][N:59]([CH3:60])[CH:61]=[O:62].[ClH:38].[ClH:57]>>[CH3:1][S:2](=[O:3])(=[O:4])[NH:5][c:6]1[cH:7][c:8]2[c:9]([cH:20][cH:21]1)[NH:10][C:11]([CH2:16][C:17](=[O:19])[N:32]([CH:28]1[CH:27]([C:25]([O:24][CH2:22][CH3:23])=[O:26])[CH2:31][CH2:30][CH2:29]1)[CH2:33][CH2:34][CH:35]([CH3:36])[CH3:37])=[N:12][S:13]2(=[O:14])=[O:15]. Reactants: S(N(C)C)(F)(F)F, C1[C@H]([C@H]2[C@@H]([C@@]1(COC(=O)C)O)OC(O2)(C)C)N1C(c2c(C1=O)cccc2)=O. The reagents and catalysts are c1ccc(cc1)-c2c3ccccc3cc4ccccc24 (9-Phenylanthracene). Solvent: C1CCOC1 (THF). Conditions: temperature 25 celsius, time 18 hour. Product: CC(=O)OC[C@@]1(F)C[C@H]([C@@H]2OC(C)(C)O[C@H]12)N3C(=O)c4ccccc4C3=O. As a reaction SMILES: [CH3:1][C:2]([O:4][CH2:5][C@:6]1([C@H:15]([C@@H:9]2[C@H:8]([N:16]3[C:25](=[O:26])[c:24]([c:19]4[C:17]3=[O:18])[cH:23][cH:22][cH:21][cH:20]4)[CH2:7]1)[O:14][C:11]([CH3:13])([CH3:12])[O:10]2)O)=[O:3].CN(S(F)(F)[F:27])C>>[CH3:1][C:2]([O:4][CH2:5][C@@:6]1([C@H:15]([C@@H:9]2[C@H:8]([N:16]3[C:25](=[O:26])[c:24]([c:19]4[C:17]3=[O:18])[cH:23][cH:22][cH:21][cH:20]4)[CH2:7]1)[O:14][C:11]([CH3:13])([CH3:12])[O:10]2)[F:27])=[O:3]. Starting materials: [Br-], C1CCOC1, CC(C)[Mg+], O=CC1CCC2(CC1)OCCO2. Product: CC(C)C(O)C1CCC2(CC1)OCCO2. Reaction SMILES: [Br-:13].[CH2:18]1[O:19][CH2:20][CH2:21][CH2:22]1.[CH:14]([CH3:15])([CH3:16])[Mg+:17].[O:1]1[CH2:2][CH2:3][O:4][C:5]12[CH2:6][CH2:7][CH:8]([CH:11]=[O:12])[CH2:9][CH2:10]2>>[O:1]1[CH2:2][CH2:3][O:4][C:5]12[CH2:6][CH2:7][CH:8]([CH:11]([OH:12])[CH:14]([CH3:15])[CH3:16])[CH2:9][CH2:10]2. The product is COC(CNC(=S)NC)OC (N-(2,2-dimethoxyethyl)-N'-methylthiourea). Procedure details: A mixture of 4.2 g of 2,2-dimethoxyethanamine, 3.6 g of isothiocyanatomethane and 100 ml of tetrahydrofuran was stirred overnight. The reaction mixture was evaporated, yielding 7.1 g (99%) of N-(2,2-dimethoxyethyl)-N'-methylthiourea as an oily residue (interm. 34); The solvent is O1CCCC1 (tetrahydrofuran). Reactants: COC(CN)OC (2,2-dimethoxyethanamine), N(=C=S)C (isothiocyanatomethane). As a reaction SMILES: [CH3:1][O:2][CH:3]([O:6][CH3:7])[CH2:4][NH2:5].[N:8]([CH3:11])=[C:9]=[S:10]>O1CCCC1>[CH3:1][O:2][CH:3]([O:6][CH3:7])[CH2:4][NH:5][C:9]([NH:8][CH3:11])=[S:10]. Isolated yield 99.7%. Run at time 8 hour. Starting materials: C1CCOC1, CC(C)(C)S(N)=O, O=C1CCC2(CC1)OCCO2. Yields the product CC(C)(C)S(=O)N=C1CCC2(CC1)OCCO2. RXN SMILES: [CH2:19]1[O:20][CH2:21][CH2:22][CH2:23]1.[CH3:12][C:13]([CH3:14])([CH3:15])[S:16](=[O:17])[NH2:18].[O:1]1[CH2:2][CH2:3][O:4][C:5]12[CH2:6][CH2:7][C:8](=[O:11])[CH2:9][CH2:10]2>>[O:1]1[CH2:2][CH2:3][O:4][C:5]12[CH2:6][CH2:7][C:8](=[N:18][S:16]([C:13]([CH3:12])([CH3:14])[CH3:15])=[O:17])[CH2:9][CH2:10]2.